From a dataset of the Open Reaction Database (ORD), a public repository of structured organic reaction records. describe an organic reaction: reactants, conditions, products, and yield Reactants: FC1=CC=C(C=C1)C(C[N+](=O)[O-])O (1-(4-fluorophenyl)-2-nitroethanol). The reagents and catalysts are [Pd] (Pd/C). Run in CO (methanol). Run at time 22 hour. Product: NCC(O)C1=CC=C(C=C1)F (2-amino-1-(4-fluorophenyl)ethanol). The yield is 97.0%. Reaction SMILES: [F:1][C:2]1[CH:7]=[CH:6][C:5]([CH:8]([OH:13])[CH2:9][N+:10]([O-])=O)=[CH:4][CH:3]=1>[Pd].CO>[NH2:10][CH2:9][CH:8]([C:5]1[CH:6]=[CH:7][C:2]([F:1])=[CH:3][CH:4]=1)[OH:13]. Procedure details: A recovery flask was charged with 520 mg (2.81 mmol) of the optically active 1-(4-fluorophenyl)-2-nitroethanol obtained in Example 14, 52 mg of 10% Pd/C, and 2.8 ml of methanol, and stirring was carried out under an atmosphere of hydrogen at atmospheric pressure and 30° C. for 22 hours. After the reaction was completed, the catalyst was filtered off and the solvent was distilled off under vacuum to give 421 mg (yield 97%, 1H-NMR) of optically active 2-amino-1-(4-fluorophenyl)ethanol as white cry...